From a dataset of the Open Reaction Database (ORD), a public repository of structured organic reaction records. describe an organic reaction: reactants, conditions, products, and yield Product: CCCCCNC(=O)N(C)c1cccc(-c2ccc(CCC(=O)O)cc2)c1. RXN SMILES: [CH3:31][OH:32].[CH3:39][CH2:40][CH2:41][CH2:42][CH3:43].[CH3:3][N:4]([C:5](=[O:6])[NH:7][CH2:8][CH2:9][CH2:10][CH2:11][CH3:12])[c:13]1[cH:14][c:15](-[c:19]2[cH:20][cH:21][c:22]([CH2:25][CH2:26][C:27](=[O:28])[O:29][CH3:30])[cH:23][cH:24]2)[cH:16][cH:17][cH:18]1.[CH3:44][C:45](=[O:46])[OH:47].[Na+:2].[O:33]1[CH2:34][CH2:35][CH2:36][CH2:37]1.[OH-:1].[OH2:38]>>[CH3:3][N:4]([C:5](=[O:6])[NH:7][CH2:8][CH2:9][CH2:10][CH2:11][CH3:12])[c:13]1[cH:14][c:15](-[c:19]2[cH:20][cH:21][c:22]([CH2:25][CH2:26][C:27](=[O:28])[OH:29])[cH:23][cH:24]2)[cH:16][cH:17][cH:18]1. Reactants: CO, CCCCC, CCCCCNC(=O)N(C)c1cccc(-c2ccc(CCC(=O)OC)cc2)c1, CC(=O)O, [Na+], C1CCOC1, [OH-], O. The reactants are Cc1cc(NC(=O)c2cc(C)nn2C)cc(Oc2ccc(N)nc2)c1, Cc1ccc(S(=O)(=O)Cl)cc1, c1ccncc1. The product is Cc1ccc(S(=O)(=O)Nc2ccc(Oc3cc(C)cc(NC(=O)c4cc(C)nn4C)c3)cn2)cc1. As a reaction SMILES: [NH2:1][c:2]1[cH:3][cH:4][c:5]([O:8][c:9]2[cH:10][c:11]([NH:16][C:17](=[O:18])[c:19]3[cH:20][c:21]([CH3:25])[n:22][n:23]3[CH3:24])[cH:12][c:13]([CH3:15])[cH:14]2)[cH:6][n:7]1.[c:26]1([CH3:36])[cH:27][cH:28][c:29]([S:32](=[O:33])(=[O:34])[Cl:35])[cH:30][cH:31]1.[cH:37]1[cH:38][cH:39][n:40][cH:41][cH:42]1>>[NH:1]([c:2]1[cH:3][cH:4][c:5]([O:8][c:9]2[cH:10][c:11]([NH:16][C:17](=[O:18])[c:19]3[cH:20][c:21]([CH3:25])[n:22][n:23]3[CH3:24])[cH:12][c:13]([CH3:15])[cH:14]2)[cH:6][n:7]1)[S:32]([c:29]1[cH:28][cH:27][c:26]([CH3:36])[cH:31][cH:30]1)(=[O:33])=[O:34]. Starting materials: C1[C@@H]2N(C1=O)[C@H](/C(=C/CO)/O2)C(=O)OCC3=CC=CC=C3 (benzyl clavulanate), C(O)([O-])=O.[Na+] (sodium hydrogen carbonate). The reagents and catalysts are [Pd] (Pd/C). Run in C(C)O (ethanol). Product: C1[C@@H]2N(C1=O)[C@H](/C(=C/CO)/O2)C(=O)O (sodium clavulanate). Isolated yield 69.8%. As a reaction SMILES: [CH2:1]1[C:4](=[O:5])[N:3]2[C@@H:6]([C:12]([O:14]CC3C=CC=CC=3)=[O:13])/[C:7](/[O:11][C@H:2]12)=[CH:8]/[CH2:9][OH:10].C(=O)([O-])O.[Na+]>C(O)C.[Pd]>[CH2:1]1[C:4](=[O:5])[N:3]2[C@@H:6]([C:12]([OH:14])=[O:13])/[C:7](/[O:11][C@H:2]12)=[CH:8]/[CH2:9][OH:10] |f:1.2|. Procedure details: Substantially pure benzyl clavulanate (281 mg) in ethanol (25 ml.) containing sodium hydrogen carbonate (82 mg.) was hydrogenated over 10% Pd/C (90 mg.) for 25 minutes at room temperature and atmospheric pressure. The catalyst was filtered off, washed with water and ethanol, and the combined filtrates evaporated under reduced pressure at room temperature. The residual semi-solid was triturated with acetone, filtered and washed with ether to yield sodium clavulanate (135 mg.) Starting materials: BrC=1C=C2C(=C(OC(=O)C2=CC1)C(=O)O)C1=CC=CC=C1 (6-bromo-4-phenylisocoumarin-3-carboxylic acid), S(O)(O)(=O)=O (sulfuric acid), CO (methanol). Reported procedure: To a solution of 6-bromo-4-phenylisocoumarin-3-carboxylic acid (10 g) in methanol (200 ml) was added sulfuric acid (20 ml) and the mixture was refluxed for 2 hrs. The reaction mixture was concentrated, and the residue was neutralized with aqueous sodium hydrogen carbonate and extracted with ethyl acetate. The organic layer was washed with water and brine, dried over sodium sulfate and concentrated. The residue was crystallized from isopropyl ether to give the title compound (9.76 g) as colorless... RXN SMILES: [Br:1][C:2]1[CH:3]=[C:4]2[C:10](=[CH:11][CH:12]=1)[C:8](=[O:9])[O:7][C:6]([C:13]([OH:15])=[O:14])=[C:5]2[C:16]1[CH:21]=[CH:20][CH:19]=[CH:18][CH:17]=1.S(=O)(=O)(O)O.[CH3:27]O>>[CH3:27][O:14][C:13]([C:6]1[O:7][C:8]([C:10]2[C:4]([C:5]=1[C:16]1[CH:17]=[CH:18][CH:19]=[CH:20][CH:21]=1)=[CH:3][C:2]([Br:1])=[CH:12][CH:11]=2)=[O:9])=[O:15]. Yields the product COC(=O)C=1OC(=O)C2=CC=C(C=C2C1C1=CC=CC=C1)Br (6-bromo-4-phenylisocoumarin-3-carboxylic acid methyl ester).